This data is from the Open Reaction Database (ORD), a public repository of structured organic reaction records. The task is: describe an organic reaction: reactants, conditions, products, and yield Starting materials: ClC1=C(N)C(=CC=C1)Cl (2,6-dichloroaniline), C(C1=CC=CC=C1)(=O)NC1=NC(=NN1)S(=O)(=O)Cl (5-benzoylamino-3-chlorosulfonyl-1,2,4-triazole). Run in N1=CC=CC=C1 (pyridine). Yields the product C(C1=CC=CC=C1)(=O)NC1=NC(=NN1)S(=O)(=O)NC1=C(C=CC=C1Cl)Cl (5-Benzoylamino-N-(2,6-dichlorophenyl)-1,2,4-triazole-3-sulfonamide). Isolated yield 49.5%. As a reaction SMILES: [Cl:1][C:2]1[CH:8]=[CH:7][CH:6]=[C:5]([Cl:9])[C:3]=1[NH2:4].[C:10]([NH:18][C:19]1[NH:23][N:22]=[C:21]([S:24](Cl)(=[O:26])=[O:25])[N:20]=1)(=[O:17])[C:11]1[CH:16]=[CH:15][CH:14]=[CH:13][CH:12]=1>N1C=CC=CC=1>[C:10]([NH:18][C:19]1[NH:23][N:22]=[C:21]([S:24]([NH:4][C:3]2[C:2]([Cl:1])=[CH:8][CH:7]=[CH:6][C:5]=2[Cl:9])(=[O:26])=[O:25])[N:20]=1)(=[O:17])[C:11]1[CH:12]=[CH:13][CH:14]=[CH:15][CH:16]=1. Procedure details: A small flask equipped with a magnetic stirrer and protected from the atmosphere by a drying tube was charged with 8.1 g (0.05 mole) of 2,6-dichloroaniline, 20 ml of dry pyridine and then 14.4 g (0.05 mole) of dry 5-benzoylamino-3-chlorosulfonyl-1,2,4-triazole was added over about 1 minute with vigorous stirring. After the exotherm had subsided somewhat, the mixture was heated with an oil bath maintained at 100°-106° C. for 3 hours with stirring. The mixture was next concentrated under reduced p... The reactants are O=C([O-])[O-], CN(C)C=O, CCOC(C)=O, COC(=O)CCc1ccc(OCc2ccc(CCl)cc2)cc1, [K+], [K+], OC1CCNCC1. Product: COC(=O)CCc1ccc(OCc2ccc(CN3CCC(O)CC3)cc2)cc1. Reaction SMILES: [C:30](=[O:31])([O-:32])[O-:33].[CH3:36][N:37]([CH3:38])[CH:39]=[O:40].[CH3:41][CH2:42][O:43][C:44](=[O:45])[CH3:46].[Cl:1][CH2:2][c:3]1[cH:4][cH:5][c:6]([CH2:7][O:8][c:9]2[cH:10][cH:11][c:12]([CH2:15][CH2:16][C:17](=[O:18])[O:19][CH3:20])[cH:13][cH:14]2)[cH:21][cH:22]1.[K+:34].[K+:35].[OH:23][CH:24]1[CH2:25][CH2:26][NH:27][CH2:28][CH2:29]1>>[CH2:2]([c:3]1[cH:4][cH:5][c:6]([CH2:7][O:8][c:9]2[cH:10][cH:11][c:12]([CH2:15][CH2:16][C:17](=[O:18])[O:19][CH3:20])[cH:13][cH:14]2)[cH:21][cH:22]1)[N:27]1[CH2:26][CH2:25][CH:24]([OH:23])[CH2:29][CH2:28]1. RXN SMILES: [CH2:30]1[O:31][CH2:32][CH2:33][CH2:34]1.[CH3:15][O:16][c:17]1[cH:18][c:19]([CH2:25][C:26](=[O:27])[Cl:28])[cH:20][cH:21][c:22]1[O:23][CH3:24].[CH3:1][O:2][c:3]1[cH:4][c:5]([O:6][CH2:7][CH2:8][NH2:9])[cH:10][cH:11][c:12]1[O:13][CH3:14].[OH2:29]>>[CH3:1][O:2][c:3]1[cH:4][c:5]([O:6][CH2:7][CH2:8][NH:9][C:26]([CH2:25][c:19]2[cH:18][c:17]([O:16][CH3:15])[c:22]([O:23][CH3:24])[cH:21][cH:20]2)=[O:27])[cH:10][cH:11][c:12]1[O:13][CH3:14]. Reactants: C1CCOC1, COc1ccc(CC(=O)Cl)cc1OC, COc1ccc(OCCN)cc1OC, O. Yields the product COc1ccc(CC(=O)NCCOc2ccc(OC)c(OC)c2)cc1OC. The reactants are ClC=1C=C2C(=[N+](C1)CCCS(=O)(=O)[O-])N=C(C2(C)C)C (3-(5-Chloro-2,3,3-trimethyl-3H-pyrrolo[2,3-b]pyridin-7-ium-7-yl)propane-1-sulfonate), C1CCS(=O)(=O)OC1 (1,4-butanesultone). Product: ClC=1C=C2C(=[N+](C1)CCCCS(=O)(=O)[O-])N=C(C2(C)C)C (4-(5-Chloro-2,3,3-trimethyl-3H-pyrrolo[2,3-b]pyridin-7-ium-7-yl)butane-1-sulfonate). RXN SMILES: [Cl:1][C:2]1[CH:3]=[C:4]2[C:17]([CH3:19])([CH3:18])[C:16]([CH3:20])=[N:15][C:5]2=[N+:6]([CH2:8][CH2:9][CH2:10]S([O-])(=O)=O)[CH:7]=1.C1C[O:27][S:24](=[O:26])(=[O:25])[CH2:23]C1>>[Cl:1][C:2]1[CH:3]=[C:4]2[C:17]([CH3:18])([CH3:19])[C:16]([CH3:20])=[N:15][C:5]2=[N+:6]([CH2:8][CH2:9][CH2:10][CH2:23][S:24]([O-:27])(=[O:26])=[O:25])[CH:7]=1. Reported procedure: Compound 26 is prepared analogously to compound 5 (Example 5), except that 1,4-butanesultone is used as a starting material. The reactants are C(C)(C)NC(=O)C1=CN(C2=NC=C(N=C21)NC2=NC=C(C=C2)C)COCC[Si](C)(C)C (N-isopropyl-2-(5-methylpyridin-2-ylamino)-5-((2-(trimethylsilyl)ethoxy)methyl)-5H-pyrrolo[2,3-b]pyrazine-7-carboxamide), FC(C(=O)O)(F)F (trifluoroacetic acid), [OH-].[NH4+] (ammonium hydroxide), CO (methanol). Run in ClCCl (dichloromethane), ClCCl (dichloromethane). Conditions: time 16 hour. Yields the product C(C)(C)NC(=O)C1=CNC2=NC=C(N=C21)NC2=NC=C(C=C2)C (N-isopropyl-2-(5-methylpyridin-2-ylamino)-5H-pyrrolo[2,3-b]pyrazine-7-carboxamide). Yield: 36.3%. RXN SMILES: [CH:1]([NH:4][C:5]([C:7]1[C:15]2[C:10](=[N:11][CH:12]=[C:13]([NH:16][C:17]3[CH:22]=[CH:21][C:20]([CH3:23])=[CH:19][N:18]=3)[N:14]=2)[N:9](COCC[Si](C)(C)C)[CH:8]=1)=[O:6])([CH3:3])[CH3:2].FC(F)(F)C(O)=O.CO.[OH-].[NH4+]>ClCCl>[CH:1]([NH:4][C:5]([C:7]1[C:15]2[C:10](=[N:11][CH:12]=[C:13]([NH:16][C:17]3[CH:22]=[CH:21][C:20]([CH3:23])=[CH:19][N:18]=3)[N:14]=2)[NH:9][CH:8]=1)=[O:6])([CH3:3])[CH3:2] |f:3.4|. Procedure: To a solution of N-isopropyl-2-(5-methylpyridin-2-ylamino)-5-((2-(trimethylsilyl)ethoxy)methyl)-5H-pyrrolo[2,3-b]pyrazine-7-carboxamide (90 mg, 204 μmol) in dichloromethane (2.5 mL) was added trifluoroacetic acid (466 mg, 315 μL, 4.09 mmol) and stirred at room temperature for 16 h. The reaction mixture was concentrated in vacuo then the residue obtained was dissolved in dichloromethane (3 mL), methanol (1.5 mL) and ammonium hydroxide (0.45 mL). After 3 h at room temperature, the mixture was conc... Reactants: CCC(C)Cc1nc(C(F)(F)F)ccc1C=CC(=O)O, Cl, CC(N)c1ccc(NS(C)(=O)=O)c(F)c1. The product is CCC(C)Cc1nc(C(F)(F)F)ccc1C=CC(=O)NC(C)c1ccc(NS(C)(=O)=O)c(F)c1. Reaction SMILES: [CH3:17][CH:18]([CH2:19][c:20]1[n:21][c:22]([C:31]([F:32])([F:33])[F:34])[cH:23][cH:24][c:25]1[CH:26]=[CH:27][C:28](=[O:29])[OH:30])[CH2:35][CH3:36].[ClH:16].[NH2:1][CH:2]([CH3:3])[c:4]1[cH:5][c:6]([F:15])[c:7]([NH:10][S:11](=[O:12])(=[O:13])[CH3:14])[cH:8][cH:9]1>>[NH:1]([CH:2]([CH3:3])[c:4]1[cH:5][c:6]([F:15])[c:7]([NH:10][S:11](=[O:12])(=[O:13])[CH3:14])[cH:8][cH:9]1)[C:28]([CH:27]=[CH:26][c:25]1[c:20]([CH2:19][CH:18]([CH3:17])[CH2:35][CH3:36])[n:21][c:22]([C:31]([F:32])([F:33])[F:34])[cH:23][cH:24]1)=[O:29].